From a dataset of the Open Reaction Database (ORD), a public repository of structured organic reaction records. describe an organic reaction: reactants, conditions, products, and yield Reactants: CCOCC, Cl, O=Cc1ccc2c(c1)-n1nc(-c3ncnn3CC(F)(F)F)cc1CCO2, Nc1cnccn1. Yields the product FC(F)(F)Cn1ncnc1-c1cc2n(n1)-c1cc(CNc3cnccn3)ccc1OCC2. RXN SMILES: [CH3:35][CH2:36][O:37][CH2:38][CH3:39].[ClH:1].[F:9][C:10]([CH2:11][n:12]1[n:13][cH:14][n:15][c:16]1-[c:17]1[cH:18][c:19]2[n:25]([n:26]1)-[c:24]1[c:23]([cH:30][cH:29][c:28]([CH:31]=[O:32])[cH:27]1)[O:22][CH2:21][CH2:20]2)([F:33])[F:34].[NH2:2][c:3]1[n:4][cH:5][cH:6][n:7][cH:8]1>>[NH:2]([c:3]1[n:4][cH:5][cH:6][n:7][cH:8]1)[CH2:31][c:28]1[cH:27][c:24]2[c:23]([cH:30][cH:29]1)[O:22][CH2:21][CH2:20][c:19]1[cH:18][c:17](-[c:16]3[n:12]([CH2:11][C:10]([F:9])([F:33])[F:34])[n:13][cH:14][n:15]3)[n:26][n:25]1-2.